Dataset: the Open Reaction Database (ORD), a public repository of structured organic reaction records. Task: describe an organic reaction: reactants, conditions, products, and yield Starting materials: BrC/C=C/C(=O)OC (Methyl 4-bromocrotonate), N1CCCCC1 (Piperidine). Run in ClCCl (dichloromethane). Reaction conditions: temperature 0 celsius, time 1 hour. The product is COC(C=CCN1CCCCC1)=O (4-Piperidin-1-yl-but-2-enoic acid methyl ester). As a reaction SMILES: Br[CH2:2]/[CH:3]=[CH:4]/[C:5]([O:7][CH3:8])=[O:6].[NH:9]1[CH2:14][CH2:13][CH2:12][CH2:11][CH2:10]1>ClCCl>[CH3:8][O:7][C:5](=[O:6])[CH:4]=[CH:3][CH2:2][N:9]1[CH2:14][CH2:13][CH2:12][CH2:11][CH2:10]1. Procedure details: Methyl 4-bromocrotonate (2 g, 11.2 mmol) was dissolved in dichloromethane (20 mL) and cooled to 0° C. Piperidine (1.11 mL, 11.2 mmol) was added slowly. The mixture was stirred at 0° C. for 1 hour. The solvent was removed in vacuo. The crude material was used as is. MS m/z 184 (M+1). Reactants: Cl (hydrochloric acid), C1(=CC=CC=C1)C1=NN(C=C1CCC(=O)OCC)CC1=CC(=CC=C1)C(=O)NCCC1=NC=CC=C1 (ethyl 3-[3-phenyl-1-[3-[2-(2-pyridyl)ethylaminocarbonyl]benzyl]-1H-pyrazol-4-yl]propionate), [OH-].[Na+] (sodium hydroxide), C(C)O (ethanol). The solvent is O1CCCC1 (tetrahydrofuran). Conditions: time 1 hour. The product is C1(=CC=CC=C1)C1=NN(C=C1CCC(=O)O)CC1=CC(=CC=C1)C(=O)NCCC1=NC=CC=C1 (3-[3-phenyl-1-[3-[2-(2-pyridyl)ethylaminocarbonyl]benzyl]-1H-pyrazol-4-yl]propionic acid). Isolated yield 94.4%. As a reaction SMILES: [C:1]1([C:7]2[C:11]([CH2:12][CH2:13][C:14]([O:16]CC)=[O:15])=[CH:10][N:9]([CH2:19][C:20]3[CH:25]=[CH:24][CH:23]=[C:22]([C:26]([NH:28][CH2:29][CH2:30][C:31]4[CH:36]=[CH:35][CH:34]=[CH:33][N:32]=4)=[O:27])[CH:21]=3)[N:8]=2)[CH:6]=[CH:5][CH:4]=[CH:3][CH:2]=1.[OH-].[Na+].C(O)C.Cl>O1CCCC1>[C:1]1([C:7]2[C:11]([CH2:12][CH2:13][C:14]([OH:16])=[O:15])=[CH:10][N:9]([CH2:19][C:20]3[CH:25]=[CH:24][CH:23]=[C:22]([C:26]([NH:28][CH2:29][CH2:30][C:31]4[CH:36]=[CH:35][CH:34]=[CH:33][N:32]=4)=[O:27])[CH:21]=3)[N:8]=2)[CH:2]=[CH:3][CH:4]=[CH:5][CH:6]=1 |f:1.2|. Procedure details: A mixture of ethyl 3-[3-phenyl-1-[3-[2-(2-pyridyl)ethylaminocarbonyl]benzyl]-1H-pyrazol-4-yl]propionate (450 mg), 1 N aqueous sodium hydroxide solution (2 ml), ethanol (2 ml), and tetrahydrofuran (2 ml) was stirred at room temperature for one hour. After 1 N hydrochloric acid (2 ml) was added to the reaction mixture, the reaction mixture was extracted with ethyl acetate. The ethyl acetate layer was washed with saturated aqueous sodium chloride solution, dried (MgSO4), and concentrated. The obtai...